Dataset: the Open Reaction Database (ORD), a public repository of structured organic reaction records. Task: describe an organic reaction: reactants, conditions, products, and yield As a reaction SMILES: [CH2:11]([c:12]1[cH:13][cH:14][cH:15][cH:16][cH:17]1)[O:18][NH:19][CH2:20][C:21]1([C:29](=[O:30])[OH:31])[CH2:22][CH2:23][C:24]([CH3:27])([CH3:28])[CH2:25][CH2:26]1.[CH3:4][C:5]([O:6][C:7](=[O:8])[CH3:9])=[O:10].[CH:1](=[O:2])[OH:3].[Cl:32][CH2:33][Cl:34]>>[CH:1](=[O:2])[N:19]([O:18][CH2:11][c:12]1[cH:13][cH:14][cH:15][cH:16][cH:17]1)[CH2:20][C:21]1([C:29](=[O:30])[OH:31])[CH2:22][CH2:23][C:24]([CH3:27])([CH3:28])[CH2:25][CH2:26]1. The reactants are CC1(C)CCC(CNOCc2ccccc2)(C(=O)O)CC1, CC(=O)OC(C)=O, O=CO, ClCCl. The product is CC1(C)CCC(CN(C=O)OCc2ccccc2)(C(=O)O)CC1. Starting materials: CO[Si]OC.C=1C=CC=2C(C1)=C3NC2N=C4C=5C=CC=CC5C(=N4)N=C6C=7C=CC=CC7C(N6)=NC=8C=9C=CC=CC9C(=N3)N8 (dimethoxysilicon phthalocyanine), O (water). Run in CN1C(CCC1)=O (N-methylpyrrolidone). Yields the product O[Si]O.C=1C=CC=2C(C1)=C3NC2N=C4C=5C=CC=CC5C(=N4)N=C6C=7C=CC=CC7C(N6)=NC=8C=9C=CC=CC9C(=N3)N8 (dihydroxysilicon phthalocyanine). The yield is 83.9%. RXN SMILES: C[O:2][Si:3][O:4]C.[CH:6]1[CH:7]=[CH:8][C:9]2[C:10](=[C:12]3[N:44]=[C:43]4[N:45]=[C:36]([C:37]5[CH:38]=[CH:39][CH:40]=[CH:41][C:42]=54)[N:35]=[C:33]4[NH:34][C:26]([C:27]5[CH:28]=[CH:29][CH:30]=[CH:31][C:32]=54)=[N:25][C:23]4=[N:24][C:16]([C:17]5[CH:18]=[CH:19][CH:20]=[CH:21][C:22]=54)=[N:15][C:14]=2[NH:13]3)[CH:11]=1.O>CN1CCCC1=O>[OH:2][Si:3][OH:4].[CH:7]1[CH:6]=[CH:11][C:10]2[C:9](=[C:14]3[N:15]=[C:16]4[N:24]=[C:23]([C:22]5[CH:21]=[CH:20][CH:19]=[CH:18][C:17]=54)[N:25]=[C:26]4[NH:34][C:33]([C:32]5[CH:31]=[CH:30][CH:29]=[CH:28][C:27]=54)=[N:35][C:36]4=[N:45][C:43]([C:42]5[CH:41]=[CH:40][CH:39]=[CH:38][C:37]=54)=[N:44][C:12]=2[NH:13]3)[CH:8]=1 |f:0.1,4.5,^3:2,54|. Procedure details: 10 g of dimethoxysilicon phthalocyanine synthesized in Synthesis Example 2 was added to 5 g of water and 95 g of N-methylpyrrolidone (95% NMP aqueous solution) and reacted at 120° C. for 3 hours. The reaction product was thermally filtrated and washed with NMP and acetone in the order named. After the product was stirred in 100 ml of acetone at room temperature, crystals were separated by filtration and dried to obtain 8.0 g of dihydroxysilicon phthalocyanine. When structural analysis was carrie... The reactants are P(OCC1=CC=CC=C1)(OCC1=CC=CC=C1)[O-] (Dibenzyl phosphite), [OH-].C[N+](C)(C)C (tetramethylammonium hydroxide). Solvent: C(C)#N (acetonitrile), O (water). The product is C(C1=CC=CC=C1)OP([O-])[O-].C[N+](C)(C)C.C[N+](C)(C)C (tetramethylammonium benzyl phosphite). RXN SMILES: [P:1]([O-:18])([O:10]CC1C=CC=CC=1)[O:2][CH2:3][C:4]1[CH:9]=[CH:8][CH:7]=[CH:6][CH:5]=1.[OH-].[CH3:20][N+:21]([CH3:24])([CH3:23])[CH3:22]>C(#N)C.O>[CH2:3]([O:2][P:1]([O-:18])[O-:10])[C:4]1[CH:9]=[CH:8][CH:7]=[CH:6][CH:5]=1.[CH3:20][N+:21]([CH3:24])([CH3:23])[CH3:22].[CH3:20][N+:21]([CH3:24])([CH3:23])[CH3:22] |f:1.2,5.6.7|. Procedure details: Dibenzyl phosphite (29.4 g, 112 mmol) is dissolved in a mixture of acetonitrile (140 mL) and water (30 mL) and the reaction mixture is treated with 2.8M aqueous tetramethylammonium hydroxide (40 mL, 112 mmol) at room temperature for 24 hours. After being washed with ether (3×20 mL), the aqueous layer is concentrated in vacuo. The residue is dried under high vacuum at 70° for 12 hours to yield tetramethylammonium benzyl phosphite as a semi-solid. The latter compound (2 g, 8 mmol) and α-(phenylace... The reactants are C=CCc1cn(C(C)(C)C)sc1=NC(=O)c1cc(Cl)ccc1OC, CC(C)=O, [O-][I+3]([O-])([O-])[O-], [Na+], O. Product: COc1ccc(Cl)cc1C(=O)N=c1sn(C(C)(C)C)cc1C=O. RXN SMILES: [CH2:1]([CH:2]=[CH2:3])[c:4]1[cH:5][n:6]([C:21]([CH3:22])([CH3:23])[CH3:24])[s:7][c:8]1=[N:9][C:10]([c:11]1[c:12]([O:18][CH3:19])[cH:13][cH:14][c:15]([Cl:17])[cH:16]1)=[O:20].[CH3:31][C:32](=[O:33])[CH3:34].[I+3:25]([O-:26])([O-:27])([O-:28])[O-:29].[Na+:30].[OH2:35]>>[CH:1]([c:4]1[cH:5][n:6]([C:21]([CH3:22])([CH3:23])[CH3:24])[s:7][c:8]1=[N:9][C:10]([c:11]1[c:12]([O:18][CH3:19])[cH:13][cH:14][c:15]([Cl:17])[cH:16]1)=[O:20])=[O:26]. The reactants are O=CO, NC(=O)c1ccc(Oc2ccc(C3OCCO3)cc2F)cn1, O. The product is NC(=O)c1ccc(Oc2ccc(C=O)cc2F)cn1. As a reaction SMILES: [CH:23]([OH:24])=[O:25].[O:1]1[CH:2]([c:6]2[cH:7][c:8]([F:22])[c:9]([O:10][c:11]3[cH:12][cH:13][c:14]([C:17](=[O:18])[NH2:19])[n:15][cH:16]3)[cH:20][cH:21]2)[O:5][CH2:4][CH2:3]1.[OH2:26]>>[O:1]=[CH:2][c:6]1[cH:7][c:8]([F:22])[c:9]([O:10][c:11]2[cH:12][cH:13][c:14]([C:17](=[O:18])[NH2:19])[n:15][cH:16]2)[cH:20][cH:21]1. The reactants are C(C)OC(C(=CO)C=1C=NC=CC1)=O (3-Hydroxy-2-pyridin-3-yl-acrylic acid ethyl ester), N1=C(C=CC=C1)NN (2-pyridylhydrazine). Run in C(C)O (ethanol). Run at time 4 day. Product: C(C)OC(C(C=NNC1=NC=CC=C1)C=1C=NC=CC1)=O (2-Pyridin-3-yl-3-(pyridin-2-ylhydrazono)propionic acid ethyl ester). RXN SMILES: [CH2:1]([O:3][C:4](=[O:14])[C:5]([C:8]1[CH:9]=[N:10][CH:11]=[CH:12][CH:13]=1)=[CH:6]O)[CH3:2].[N:15]1[CH:20]=[CH:19][CH:18]=[CH:17][C:16]=1[NH:21][NH2:22]>C(O)C>[CH2:1]([O:3][C:4](=[O:14])[CH:5]([C:8]1[CH:9]=[N:10][CH:11]=[CH:12][CH:13]=1)[CH:6]=[N:22][NH:21][C:16]1[CH:17]=[CH:18][CH:19]=[CH:20][N:15]=1)[CH3:2]. Procedure: 2.90 g (15.0 mmol) of the compound from Example 2A and 1.72 g (15.8 mmol) 2-pyridylhydrazine are dissolved in 75 ml ethanol and the mixture is stirred at RT for 4 d. The reaction mixture is freed from the solvent on a rotary evaporator and the residue is chromatographed over silica gel 60 (mobile phase: methylene chloride→methylene chloride/methanol 10:1→methylene chloride/methanol 2:1). The product fractions are combined and the solvent is removed on a rotary evaporator. After drying in vacuo, ... Reactants: CC(=O)O, C=CCc1cc(Br)cc(OC)c1O, CCOC(C)=O, CC(C)[Si](Cl)(C(C)C)C(C)C, Cl, COc1cc(OCCF)c(F)c(C(Nc2ccc(C(=N)N)cc2)c2nn(-c3ncccn3)c(=O)[nH]2)c1, CN(C)C=O, c1c[nH]cn1. As a reaction SMILES: [C:1]([OH:2])(=[O:3])[CH3:4].[CH2:41]([CH:42]=[CH2:43])[c:44]1[c:45]([OH:53])[c:46]([O:51][CH3:52])[cH:47][c:48]([Br:50])[cH:49]1.[CH3:76][CH2:77][O:78][C:79](=[O:80])[CH3:81].[Cl:59][Si:60]([CH:61]([CH3:62])[CH3:63])([CH:64]([CH3:65])[CH3:66])[CH:67]([CH3:68])[CH3:69].[ClH:70].[F:5][c:6]1[c:7]([O:8][CH2:9][CH2:10][F:11])[cH:12][c:13]([O:14][CH3:15])[cH:16][c:17]1[CH:18]([NH:19][c:20]1[cH:21][cH:22][c:23]([C:24]([NH2:25])=[NH:26])[cH:27][cH:28]1)[c:29]1[nH:30][c:31](=[O:32])[n:33](-[c:34]2[n:35][cH:36][cH:37][cH:38][n:39]2)[n:40]1.[O:71]=[CH:72][N:73]([CH3:74])[CH3:75].[nH:54]1[cH:55][cH:56][n:57][cH:58]1>>[CH2:41]([CH:42]=[CH2:43])[c:44]1[c:45]([O:53][Si:60]([CH:61]([CH3:62])[CH3:63])([CH:64]([CH3:65])[CH3:66])[CH:67]([CH3:68])[CH3:69])[c:46]([O:51][CH3:52])[cH:47][c:48]([Br:50])[cH:49]1. Yields the product C=CCc1cc(Br)cc(OC)c1O[Si](C(C)C)(C(C)C)C(C)C. Procedure details: 2-Nitro-N-(4-aminophenyl)aniline (5.0 g, 21.8 mmol), 2-bromothiazole (3.58 g, 21.8 mmol) and potassium carbonate (3.01 g, 21.8 mmol) was stirred at 150° C. for 24 h. Water (250 ml) was added and the mixture was extracted with ethyl acetate (250 ml). The crude extract was purified by chromatography using silica gel and a mixture of ethanol (4%) and dichloromethane as eluent. The product was isolated as the free base. Yield 1.47 g, 22%. M.p. 195-197° C. The product is [N+](=O)([O-])C1=C(NC2=CC=C(C=C2)NC=2SC=CN2)C=CC=C1 (2-Nitro-N-(4-(2-thiazolylamino)phenyl)aniline). Solvent: O (Water). Reactants: [N+](=O)([O-])C1=C(NC2=CC=C(C=C2)N)C=CC=C1 (2-Nitro-N-(4-aminophenyl)aniline), BrC=1SC=CN1 (2-bromothiazole), C([O-])([O-])=O.[K+].[K+] (potassium carbonate). RXN SMILES: [N+:1]([C:4]1[CH:17]=[CH:16][CH:15]=[CH:14][C:5]=1[NH:6][C:7]1[CH:12]=[CH:11][C:10]([NH2:13])=[CH:9][CH:8]=1)([O-:3])=[O:2].Br[C:19]1[S:20][CH:21]=[CH:22][N:23]=1.C(=O)([O-])[O-].[K+].[K+]>O>[N+:1]([C:4]1[CH:17]=[CH:16][CH:15]=[CH:14][C:5]=1[NH:6][C:7]1[CH:8]=[CH:9][C:10]([NH:13][C:19]2[S:20][CH:21]=[CH:22][N:23]=2)=[CH:11][CH:12]=1)([O-:3])=[O:2] |f:2.3.4|.